This data is from the Open Reaction Database (ORD), a public repository of structured organic reaction records. The task is: describe an organic reaction: reactants, conditions, products, and yield The reactants are C#Cc1scnc1C(=O)OC, CC(C)C[Al+]CC(C)C, Cc1ccccc1, Cl, [H-], Cc1ccccc1. Product: C#Cc1scnc1CO. RXN SMILES: [C:18](#[CH:19])[c:20]1[c:21]([C:25](=[O:26])[O:27][CH3:28])[n:22][cH:23][s:24]1.[CH2:9]([Al+:10][CH2:11][CH:12]([CH3:13])[CH3:14])[CH:15]([CH3:16])[CH3:17].[CH3:30][c:31]1[cH:32][cH:33][cH:34][cH:35][cH:36]1.[ClH:29].[H-:8].[c:1]1([CH3:2])[cH:3][cH:4][cH:5][cH:6][cH:7]1>>[C:18](#[CH:19])[c:20]1[c:21]([CH2:25][OH:26])[n:22][cH:23][s:24]1. Starting materials: C(C)OC(C(CC1=C(C=C(C=C1)Cl)[N+](=O)[O-])=O)=O (3-(4-chloro-2-nitro-phenyl)-2-oxo-propionic acid ethyl ester), CC(=O)O (HOAc). The reagents and catalysts are [Fe] (iron). The solvent is ClCCl (dichloromethane), C(C)O (ethanol). Yields the product C(C)OC(=O)C=1NC2=CC(=CC=C2C1)Cl (6-Chloro-1H-indole-2-carboxylic acid ethyl ester). Reaction SMILES: [CH2:1]([O:3][C:4](=[O:18])[C:5](=O)[CH2:6][C:7]1[CH:12]=[CH:11][C:10]([Cl:13])=[CH:9][C:8]=1[N+:14]([O-])=O)[CH3:2].CC(O)=O>C(O)C.ClCCl.[Fe]>[CH2:1]([O:3][C:4]([C:5]1[NH:14][C:8]2[C:7]([CH:6]=1)=[CH:12][CH:11]=[C:10]([Cl:13])[CH:9]=2)=[O:18])[CH3:2]. Procedure: To crude 3-(4-chloro-2-nitro-phenyl)-2-oxo-propionic acid ethyl ester (151 mmol) in ethanol:glacial HOAc (1:1, v/v, 560 mL) at rt was added iron powder (74.4 g) and the reaction mixture was stirred at reflux for 4 h. The mixture was filtered and evaporated to give a residue which was redistributed in dichloromethane/1N HCl. The organic layer was washed with 1N HCl, NaHCO3, and brine and dried. Evaporation followed by crystallization (DCM) gave 6-Chloro-1H-indole-2-carboxylic acid ethyl ester as ... Starting materials: ClCC(=O)NC1=C(C=C(C=C1)S(N)(=O)=O)C (2-Chloro-N-(2-methyl-4-sulphamoylphenyl)-acetamide), NC1=CC=CC=C1 (aniline). Product: C1(=CC=CC=C1)NCC(=O)NC1=C(C=C(C=C1)S(N)(=O)=O)C (2-Phenylamino-N-(2-methyl-4-sulphamoylphenyl)-acetamide). The yield is 44.0%. Reaction SMILES: Cl[CH2:2][C:3]([NH:5][C:6]1[CH:11]=[CH:10][C:9]([S:12](=[O:15])(=[O:14])[NH2:13])=[CH:8][C:7]=1[CH3:16])=[O:4].[NH2:17][C:18]1[CH:23]=[CH:22][CH:21]=[CH:20][CH:19]=1>>[C:18]1([NH:17][CH2:2][C:3]([NH:5][C:6]2[CH:11]=[CH:10][C:9]([S:12](=[O:15])(=[O:14])[NH2:13])=[CH:8][C:7]=2[CH3:16])=[O:4])[CH:23]=[CH:22][CH:21]=[CH:20][CH:19]=1. Procedure details: 2-Chloro-N-(2-methyl-4-sulphamoylphenyl)-acetamide (13.1g) and aniline (9.5 g) were heated together 21/2 hr on a water bath at 90°. The mixture was worked up as in Example 1(b) to yield 7 g beige crystals, m.p. 195°-196° Starting materials: COC(=O)C1CCCc2ccc(Br)cc2C1O, Cc1ccccc1, O, Cc1ccc(S(=O)(=O)O)cc1. Yields the product COC(=O)C1=Cc2cc(Br)ccc2CCC1. As a reaction SMILES: [Br:1][c:2]1[cH:3][c:4]2[c:5]([cH:16][cH:17]1)[CH2:6][CH2:7][CH2:8][CH:9]([C:12](=[O:13])[O:14][CH3:15])[CH:10]2[OH:11].[CH3:30][c:31]1[cH:32][cH:33][cH:34][cH:35][cH:36]1.[OH2:18].[c:19]1([CH3:20])[cH:21][cH:22][c:23]([S:24]([OH:25])(=[O:26])=[O:27])[cH:28][cH:29]1>>[Br:1][c:2]1[cH:3][c:4]2[c:5]([cH:16][cH:17]1)[CH2:6][CH2:7][CH2:8][C:9]([C:12](=[O:13])[O:14][CH3:15])=[CH:10]2. Reactants: C([O-])([O-])=O.[Cs+].[Cs+] (Cesium carbonate), CN(S(=O)(=O)CC=1C=CC2=C(C(C=3C(=NC=C(C3)C=3C=NN(C3)C)C=C2)=O)C1)C (N,N-dimethyl-1-[3-(1-methyl-1H-pyrazol-4-yl)-5-oxo-5H-benzo[4,5]cyclohepta[1,2-b]pyridin-7-yl]methanesulfonamide), NC1=CC=CC=C1 (aniline). Run in O1CCOCC1 (dioxane), O (water). Run at temperature 180 celsius. Product: CN1N=CC(=C1)C=1C=C2C(=NC1)C=CC1=C(C2=O)C=C(C=C1)CS(=O)(=O)NC1=CC=CC=C1 (1-[3-(1-Methyl-1H-pyrazol-4-yl)-5-oxo-5H-benzo[4,5]cyclohepta[1,2-b]pyridin-7-yl]-N-phenylmethanesulfonamide). RXN SMILES: C(=O)([O-])[O-].[Cs+].[Cs+].[CH3:7][N:8](C)[S:9]([CH2:12][C:13]1[CH:14]=[CH:15][C:16]2[CH:32]=[CH:31][C:20]3=[N:21][CH:22]=[C:23]([C:25]4[CH:26]=[N:27][N:28]([CH3:30])[CH:29]=4)[CH:24]=[C:19]3[C:18](=[O:33])[C:17]=2[CH:34]=1)(=[O:11])=[O:10].N[C:37]1[CH:42]=[CH:41]C=[CH:39][CH:38]=1>O1CCOCC1.O>[CH3:30][N:28]1[CH:29]=[C:25]([C:23]2[CH:24]=[C:19]3[C:18](=[O:33])[C:17]4[CH:34]=[C:13]([CH2:12][S:9]([NH:8][C:7]5[CH:41]=[CH:42][CH:37]=[CH:38][CH:39]=5)(=[O:10])=[O:11])[CH:14]=[CH:15][C:16]=4[CH:32]=[CH:31][C:20]3=[N:21][CH:22]=2)[CH:26]=[N:27]1 |f:0.1.2|. Procedure: Cesium carbonate (80 mg, 0.245 mmol) was added to a solution of N,N-dimethyl-1-[3-(1-methyl-1H-pyrazol-4-yl)-5-oxo-5H-benzo[4,5]cyclohepta[1,2-b]pyridin-7-yl]methanesulfonamide (50 mg, 0.122 mmol) and aniline (559 μL, 6.12 mmol) in dioxane (1113 μl) and water (111 μl) in a 0.5 ml to 2 ml microwave vial. The vial was then sealed and the mixture was heated to 180° C. for 3 h. After cooling to room temperature, the reaction mixture was concentrated under reduced pressure. The residue was purified b...